describe an organic reaction: reactants, conditions, products, and yield From a dataset of the Open Reaction Database (ORD), a public repository of structured organic reaction records. Reactants: C1(=CC=CC=C1)B(O)O (phenylboronic acid), C([O-])([O-])=O.[Cs+].[Cs+] (cesium carbonate), ClC=1N=NC(=CC1C)Cl (3,6-Dichloro-4-methylpyridazine), PdCl2(dppf)-CH2Cl2Adduct. The solvent is O1CCOCC1 (dioxane), O (water). Reaction conditions: temperature 80 celsius. Product: ClC=1N=NC(=CC1C)C1=CC=CC=C1 (3-chloro-4-methyl-6-phenylpyridazine). RXN SMILES: [Cl:1][C:2]1[N:3]=[N:4][C:5](Cl)=[CH:6][C:7]=1[CH3:8].[C:10]1(B(O)O)[CH:15]=[CH:14][CH:13]=[CH:12][CH:11]=1.C(=O)([O-])[O-].[Cs+].[Cs+]>O1CCOCC1.O>[Cl:1][C:2]1[N:3]=[N:4][C:5]([C:10]2[CH:15]=[CH:14][CH:13]=[CH:12][CH:11]=2)=[CH:6][C:7]=1[CH3:8] |f:2.3.4|. Procedure details: 3,6-Dichloro-4-methylpyridazine (1.00 g, 6.1 mmol) was mostly dissolved in dioxane (22.5 mL) then added phenylboronic acid (0.82 g, 6.7 mmol), PdCl2(dppf)-CH2Cl2Adduct (0.25 g, 0.31 mmol) and a solution of cesium carbonate (6.0 g, 18 mmol) in water (7.5 mL). The reaction mixture was heated at 80° C. for 6 hours. The reaction mixture was concentrated under vacuum and the remaining solid was triturated with water. The solid was collected on a glass frit, washing well with water. The sample was pur... Starting materials: C1COCCO1, O, O=[N+]([O-])c1cc(CO)cc(O)c1O, c1cc[nH]c1. The product is O=[N+]([O-])c1cc(Cc2ccc[nH]2)cc(O)c1O. As a reaction SMILES: [O:20]1[CH2:21][CH2:22][O:23][CH2:24][CH2:25]1.[OH2:19].[OH:1][c:2]1[cH:3][c:4]([CH2:5][OH:6])[cH:7][c:8]([N+:11](=[O:12])[O-:13])[c:9]1[OH:10].[nH:14]1[cH:15][cH:16][cH:17][cH:18]1>>[OH:1][c:2]1[cH:3][c:4]([CH2:5][c:15]2[nH:14][cH:18][cH:17][cH:16]2)[cH:7][c:8]([N+:11](=[O:12])[O-:13])[c:9]1[OH:10]. Starting materials: O=C1OCCC1Br, O=C([O-])O, CN(C)C=O, C=C(C[Si](C)(C)C)C(=O)O, [Na+], O. Product: C=C(C[Si](C)(C)C)C(=O)OC1CCOC1=O. Reaction SMILES: [Br:1][CH:2]1[C:3](=[O:4])[O:5][CH2:6][CH2:7]1.[C:18](=[O:19])([O-:20])[OH:21].[CH3:24][N:25]([CH3:26])[CH:27]=[O:28].[CH3:8][Si:9]([CH3:10])([CH3:11])[CH2:12][C:13]([C:14](=[O:15])[OH:16])=[CH2:17].[Na+:22].[OH2:23]>>[CH:2]1([O:16][C:14]([C:13]([CH2:12][Si:9]([CH3:8])([CH3:10])[CH3:11])=[CH2:17])=[O:15])[C:3](=[O:4])[O:5][CH2:6][CH2:7]1. Reactants: CO, CC(O)C1CCCN1Cc1ccc([N+](=O)[O-])cc1, NN, O. Product: CC(O)C1CCCN1Cc1ccc(N)cc1. As a reaction SMILES: [CH3:22][OH:23].[N+:1]([O-:2])(=[O:3])[c:4]1[cH:5][cH:6][c:7]([CH2:8][N:9]2[CH:10]([CH:14]([CH3:15])[OH:16])[CH2:11][CH2:12][CH2:13]2)[cH:17][cH:18]1.[NH2:20][NH2:21].[OH2:19]>>[NH2:1][c:4]1[cH:5][cH:6][c:7]([CH2:8][N:9]2[CH:10]([CH:14]([CH3:15])[OH:16])[CH2:11][CH2:12][CH2:13]2)[cH:17][cH:18]1. Starting materials: NC=1SC=CN1 (2-aminothiazole), N1=CC=CC=C1 (pyridine), FC1=C(C=CC(=C1)F)S(=O)(=O)Cl (2,4-difluorobenzenesulfonyl chloride). Solvent: C(Cl)Cl (methylene chloride), C(Cl)Cl (methylene chloride). Run at time 48 hour. Product: FC1=C(C=CC(=C1)F)S(=O)(=O)NC=1SC=CN1 (2,4-difluoro-N-(thiazol-2-yl)benzenesulfonamide). RXN SMILES: [NH2:1][C:2]1[S:3][CH:4]=[CH:5][N:6]=1.N1C=CC=CC=1.[F:13][C:14]1[CH:19]=[C:18]([F:20])[CH:17]=[CH:16][C:15]=1[S:21](Cl)(=[O:23])=[O:22]>C(Cl)Cl>[F:13][C:14]1[CH:19]=[C:18]([F:20])[CH:17]=[CH:16][C:15]=1[S:21]([NH:1][C:2]1[S:3][CH:4]=[CH:5][N:6]=1)(=[O:23])=[O:22]. Reported procedure: To a slurry of 2-aminothiazole (15.08 g, 0.1506 mol) in methylene chloride (100 mL) and pyridine (24 mL, 0.30 mol) was added dropwise over 20 minutes a solution of 2,4-difluorobenzenesulfonyl chloride (10 mL, 0.07 mol) in 10 mL of methylene chloride. After stirring at room temperature for 48 hours the reaction was concentrated and purified by flash column chromatography eluting with hexane/ethyl acetate. LCMS Rt=1.21 minutes MS m/z 277 [MH]+ The reactants are C(C(=O)Cl)(=O)Cl (Oxalyl chloride), C(=O)(O)C=1C=C(C=O)C=CC1 (3-carboxybenzaldehyde), Cl (HCl), [NH4+].[OH-] (NH4OH). Run in C(Cl)Cl (CH2Cl2), CN(C)C=O (DMF). Conditions: temperature 23 celsius, time 18 hour. The product is C(N)(=O)C=1C=C(C=O)C=CC1 (3-carbamoyl-benzaldehyde). The yield is 65.1%. RXN SMILES: C(Cl)(=O)C(Cl)=O.[C:7]([C:10]1[CH:11]=[C:12]([CH:15]=[CH:16][CH:17]=1)[CH:13]=[O:14])(O)=[O:8].[NH4+:18].[OH-].Cl>C(Cl)Cl.CN(C=O)C>[C:7]([C:10]1[CH:11]=[C:12]([CH:15]=[CH:16][CH:17]=1)[CH:13]=[O:14])(=[O:8])[NH2:18] |f:2.3|. Procedure: Oxalyl chloride (13.3 mL, 152 mmol) and DMF (50 μL) were added to suspension of 3-carboxybenzaldehyde (11.4 g, 76.2 mmol) in 200 mL CH2Cl2 and stirred at 23° C. for 18 h. The resulting clear solution was concentrated, dissolved in 100 mL CH2Cl2, and concentrated again. The crude acid chloride was dissolved in 20 mL THF, poured into a mixture of concentrated NH4OH (26 mL, 381 mmol) with 100 mL crushed ice, and allowed to warm to 23° C. with stirring. The mixture was acidified with conc. HCl to pH... Reactants: CC(=O)O (AcOH), COC(CCCN1[C@@H](CCC1)COC1=CC=C(C=C1)CC1=CC=CC=C1)=O (4-[(S)-2-(4-benzyl-phenoxymethyl)-pyrrolidin-1-yl]-butyric acid methyl ester), C(C(C)C)[Al]CC(C)C (diisobutylaluminum). Solvent: C1(=CC=CC=C1)C (toluene), C1(=CC=CC=C1)C (toluene). The product is C(C1=CC=CC=C1)C1=CC=C(OC[C@H]2N(CCC2)CCCCO)C=C1 (4-[(S)-2-(4-Benzyl-phenoxymethyl)-pyrrolidin-1-yl]-butan-1-ol). Yield: 64.8%. RXN SMILES: C[O:2][C:3](=O)[CH2:4][CH2:5][CH2:6][N:7]1[CH2:11][CH2:10][CH2:9][C@H:8]1[CH2:12][O:13][C:14]1[CH:19]=[CH:18][C:17]([CH2:20][C:21]2[CH:26]=[CH:25][CH:24]=[CH:23][CH:22]=2)=[CH:16][CH:15]=1.C([Al]CC(C)C)C(C)C.CC(O)=O>C1(C)C=CC=CC=1>[CH2:20]([C:17]1[CH:18]=[CH:19][C:14]([O:13][CH2:12][C@@H:8]2[CH2:9][CH2:10][CH2:11][N:7]2[CH2:6][CH2:5][CH2:4][CH2:3][OH:2])=[CH:15][CH:16]=1)[C:21]1[CH:22]=[CH:23][CH:24]=[CH:25][CH:26]=1 |^1:28|. Procedure details: To a solution of 4-[(S)-2-(4-benzyl-phenoxymethyl)-pyrrolidin-1-yl]-butyric acid methyl ester (0.37 g, 1 mmol) in toluene (2 mL) was added 1.5M diisobutylaluminum hrdride in toluene (2 mL, 3 mmol) at −60° C. and then stirred the reaction at −30 to −20° C. for 2 h, followed by addition of 15% AcOH dropwise. The reaction was stirred at room temperature for 30 minutes and formed white solid was filtered and washed with acetone. The filtrate was concentrated in vacuo to yield the title compound as a... Starting materials: [Al+3], CCC(O)(C#Cc1ccc(C(CC)(CC)c2ccc(O)c(C)c2)cc1C)CC, [H-], [H-], [H-], [H-], [Li+], C1CCOC1, O. Product: CCC(O)(C=Cc1ccc(C(CC)(CC)c2ccc(O)c(C)c2)cc1C)CC. As a reaction SMILES: [Al+3:2].[CH2:7]([CH3:8])[C:9]([CH2:10][CH3:11])([c:12]1[cH:13][c:14]([CH3:26])[c:15]([C:18]#[C:19][C:20]([CH2:21][CH3:22])([OH:23])[CH2:24][CH3:25])[cH:16][cH:17]1)[c:27]1[cH:28][c:29]([CH3:34])[c:30]([OH:33])[cH:31][cH:32]1.[H-:1].[H-:4].[H-:5].[H-:6].[Li+:3].[O:36]1[CH2:37][CH2:38][CH2:39][CH2:40]1.[OH2:35]>>[CH2:7]([CH3:8])[C:9]([CH2:10][CH3:11])([c:12]1[cH:13][c:14]([CH3:26])[c:15]([CH:18]=[CH:19][C:20]([CH2:21][CH3:22])([OH:23])[CH2:24][CH3:25])[cH:16][cH:17]1)[c:27]1[cH:28][c:29]([CH3:34])[c:30]([OH:33])[cH:31][cH:32]1.